describe an organic reaction: reactants, conditions, products, and yield From a dataset of the Open Reaction Database (ORD), a public repository of structured organic reaction records. The reactants are COCCOC(=O)Cl, Cl, Nc1ncnc2c1ncn2-c1ccc(NC(=O)Nc2ccc(Cl)c(C(F)(F)F)c2)cc1. The product is COCCOC(=O)Nc1ncnc2c1ncn2-c1ccc(NC(=O)Nc2ccc(Cl)c(C(F)(F)F)c2)cc1. RXN SMILES: [Cl:33][C:34](=[O:35])[O:36][CH2:37][CH2:38][O:39][CH3:40].[ClH:1].[NH2:2][c:3]1[c:4]2[n:5][cH:6][n:7](-[c:12]3[cH:13][cH:14][c:15]([NH:18][C:19](=[O:20])[NH:21][c:22]4[cH:23][c:24]([C:29]([F:30])([F:31])[F:32])[c:25]([Cl:28])[cH:26][cH:27]4)[cH:16][cH:17]3)[c:8]2[n:9][cH:10][n:11]1>>[NH:2]([c:3]1[c:4]2[n:5][cH:6][n:7](-[c:12]3[cH:13][cH:14][c:15]([NH:18][C:19](=[O:20])[NH:21][c:22]4[cH:23][c:24]([C:29]([F:30])([F:31])[F:32])[c:25]([Cl:28])[cH:26][cH:27]4)[cH:16][cH:17]3)[c:8]2[n:9][cH:10][n:11]1)[C:34](=[O:35])[O:36][CH2:37][CH2:38][O:39][CH3:40]. The reactants are Cc1ccccc1C1N(C)C(=O)CC(c2cccc(Cl)c2)C12C(=O)N(C(=O)OC(C)(C)C)c1cc(Cl)ccc12, ClCCl, O=C(O)C(F)(F)F. Yields the product Cc1ccccc1C1N(C)C(=O)CC(c2cccc(Cl)c2)C12C(=O)Nc1cc(Cl)ccc12. Reaction SMILES: [C:8]([O:9][C:10](=[O:11])[N:15]1[C:16](=[O:46])[C:17]2([c:18]3[cH:19][cH:20][c:21]([Cl:24])[cH:22][c:23]31)[CH:25]([c:39]1[c:40]([CH3:45])[cH:41][cH:42][cH:43][cH:44]1)[N:26]([CH3:38])[C:27](=[O:37])[CH2:28][CH:29]2[c:30]1[cH:31][c:32]([Cl:36])[cH:33][cH:34][cH:35]1)([CH3:12])([CH3:13])[CH3:14].[Cl:47][CH2:48][Cl:49].[OH:1][C:2]([C:3]([F:4])([F:5])[F:6])=[O:7]>>[NH:15]1[C:16](=[O:46])[C:17]2([c:18]3[cH:19][cH:20][c:21]([Cl:24])[cH:22][c:23]31)[CH:25]([c:39]1[c:40]([CH3:45])[cH:41][cH:42][cH:43][cH:44]1)[N:26]([CH3:38])[C:27](=[O:37])[CH2:28][CH:29]2[c:30]1[cH:31][c:32]([Cl:36])[cH:33][cH:34][cH:35]1. Starting materials: BrC1=CC=C(C=C1)S(=O)(=O)N[C@H](C(=O)O)CCCC ((S)-2-(4-bromobenzenesulfonylamino)hexanoic acid), C1(CCCCC1)N=C=NC1CCCCC1 (N,N'-dicyclohexylcarbodiimide), NC1=CC=C(C=C1)CC(=O)OCC (ethyl 4-aminophenylacetate). Solvent: ClCCl (dichloromethane). Yields the product BrC1=CC=C(C=C1)S(=O)(=O)N[C@H](C(=O)NC1=CC=C(C=C1)CC(=O)OCC)CCCC ((S)-2-(4-bromobenzenesulfonylamino)-N-(4-(ethoxycarbonylmethyl)phenyl)hexanamide). Isolated yield 73.1%. Reaction SMILES: [Br:1][C:2]1[CH:7]=[CH:6][C:5]([S:8]([NH:11][C@@H:12]([CH2:16][CH2:17][CH2:18][CH3:19])[C:13]([OH:15])=O)(=[O:10])=[O:9])=[CH:4][CH:3]=1.[NH2:20][C:21]1[CH:26]=[CH:25][C:24]([CH2:27][C:28]([O:30][CH2:31][CH3:32])=[O:29])=[CH:23][CH:22]=1.C1(N=C=NC2CCCCC2)CCCCC1>ClCCl>[Br:1][C:2]1[CH:3]=[CH:4][C:5]([S:8]([NH:11][C@@H:12]([CH2:16][CH2:17][CH2:18][CH3:19])[C:13]([NH:20][C:21]2[CH:22]=[CH:23][C:24]([CH2:27][C:28]([O:30][CH2:31][CH3:32])=[O:29])=[CH:25][CH:26]=2)=[O:15])(=[O:9])=[O:10])=[CH:6][CH:7]=1. Reported procedure: The procedure described in Example 180 was repeated, except that (S)-2-(4-bromobenzenesulfonylamino)hexanoic acid (3.50 g) and ethyl 4-aminophenylacetate (1.61 g) were condensed in dichloromethane (40 ml) in the presence of N,N'-dicyclohexylcarbodiimide (2.47 g). The reaction mixture was filtered, and the filtrate was concentrated. The resulting crude product was recrystallized from isopropyl alcohol to obtain (S)-2-(4-bromobenzenesulfonylamino)-N-(4-(ethoxycarbonylmethyl)phenyl)hexanamide (3.36... Reactants: FC(C(=O)O)(F)F.FC(C(=O)O)(F)F.FC(C(=O)O)(F)F.ClC=1C=NC=2NC=3C=NC=C(CCC4=C(C=CC(NC1N2)=C4)NC(C[C@H]4CNCC4)=O)C3 (N-[6-chloro-2,4,8,18,22-pentaazatetracyclo[14.3.1.1(3,7).1(9,13)]docosa-1(20),3(22),4,6,9(21),10,12,16,18-nonaen-12-yl]-2-[(3S)-pyrrolidin-3-yl]acetamide tris(trifluoroacetate)), N1N=C(C=C1)C(=O)O (1H-pyrazole-3-carboxylic acid). The product is FC(C(=O)O)(F)F.FC(C(=O)O)(F)F.ClC=1C=NC=2NC=3C=NC=C(CCC4=C(C=CC(NC1N2)=C4)NC(C[C@H]4CN(CC4)C(=O)C4=NNC=C4)=O)C3 (N-[6-Chloro-2,4,8,18,22-pentaazatetracyclo[14.3.1.1(3,7).1(9,13)]docosa-1(20),3(22),4,6,9(21),10,12,16,18-nonaen-12-yl]-2-[(3S)-1-(1H-pyrazol-3-ylcarbonyl)pyrrolidin-3-yl]acetamide bis(trifluoroacetate)). Yield: 66.0%. RXN SMILES: [F:1][C:2]([F:7])([F:6])[C:3]([OH:5])=[O:4].[F:8][C:9]([F:14])([F:13])[C:10]([OH:12])=[O:11].FC(F)(F)C(O)=O.[Cl:22][C:23]1[CH:24]=[N:25][C:26]2[NH:27][C:28]3[CH:29]=[N:30][CH:31]=[C:32]([CH:53]=3)[CH2:33][CH2:34][C:35]3[CH:43]=[C:39]([NH:40][C:41]=1[N:42]=2)[CH:38]=[CH:37][C:36]=3[NH:44][C:45](=[O:52])[CH2:46][C@@H:47]1[CH2:51][CH2:50][NH:49][CH2:48]1.[NH:54]1[CH:58]=[CH:57][C:56]([C:59](O)=[O:60])=[N:55]1>>[F:1][C:2]([F:7])([F:6])[C:3]([OH:5])=[O:4].[F:8][C:9]([F:14])([F:13])[C:10]([OH:12])=[O:11].[Cl:22][C:23]1[CH:24]=[N:25][C:26]2[NH:27][C:28]3[CH:29]=[N:30][CH:31]=[C:32]([CH:53]=3)[CH2:33][CH2:34][C:35]3[CH:43]=[C:39]([NH:40][C:41]=1[N:42]=2)[CH:38]=[CH:37][C:36]=3[NH:44][C:45](=[O:52])[CH2:46][C@@H:47]1[CH2:51][CH2:50][N:49]([C:59]([C:56]2[CH:57]=[CH:58][NH:54][N:55]=2)=[O:60])[CH2:48]1 |f:0.1.2.3,5.6.7|. Reported procedure: The desired compound was prepared according to the procedure of Example D97, step A, using N-[6-chloro-2,4,8,18,22-pentaazatetracyclo[14.3.1.1(3,7).1(9,13)]docosa-1(20),3(22),4,6,9(21),10,12,16,18-nonaen-12-yl]-2-[(3S)-pyrrolidin-3-yl]acetamide tris(trifluoroacetate) and 1H-pyrazole-3-carboxylic acid as the starting materials in 66% yield. LCMS for C27H27ClN9O2 (M+H)+: m/z=544.0.